Task: describe an organic reaction: reactants, conditions, products, and yield. Dataset: the Open Reaction Database (ORD), a public repository of structured organic reaction records Procedure: According to the procedure described in Example 1(b) for the preparation of 3(R)-t-butyloxycarbonylamino-N-(2,2-dimethyl-1(S)-(methylcarbamoyl)propyl)succinamic acid benzyl ester, 2(R)-[3-[4-(pyridin-4-yl)phenyl]-1H-pyrrol-1-yl]succinic 4-benzyl ester hydrochloride (prepared as described in Example 7(a)) and excess 40% aqueousueous methylamine were coupled with TBTU. The solid that precipitated from the reaction mixture was washed with water and, after drying, with ethyl acetate to give 51% of N... Starting materials: C(C1=CC=CC=C1)OC(C[C@H](C(=O)N[C@@H](C(C)(C)C)C(NC)=O)NC(=O)OC(C)(C)C)=O (3(R)-t-butyloxycarbonylamino-N-(2,2-dimethyl-1(S)-(methylcarbamoyl)propyl)succinamic acid benzyl ester), O=C1NCCOCCN2C3=CC=CC=C3C(C[C@@H]1NC([C@@H](CC(=O)O)N1C=C(C=C1)C1=CC=C(C=C1)C1=NC=CC=C1)=O)=C2 (N-(8-oxo-4-oxa-1,7-diazatricyclo[9.6.1.012,17]octadeca-11(18),12,14,16-tetraen-9(S)-yl)-3(R)-[3-[4-(pyridin-yl)phenyl]-1H-pyrrol-1-yl]succinamic acid), CN (methylamine), CN(C)C(=[N+](C)C)ON1C2=C(C=CC=C2)N=N1.[B-](F)(F)(F)F (TBTU). Yield: 51.0%. As a reaction SMILES: [CH2:1]([O:8][C:9](=[O:32])[CH2:10][C@@H:11]([NH:24][C:25](OC(C)(C)C)=O)[C:12]([NH:14][C@H:15](C(=O)NC)C(C)(C)C)=[O:13])[C:2]1[CH:7]=[CH:6][CH:5]=[CH:4][CH:3]=1.O=C1[C@@H](NC(=O)[C@H:53]([N:58]2[CH:62]=[CH:61][C:60]([C:63]3[CH:68]=[CH:67][C:66]([C:69]4[CH:74]=CC=CN=4)=[CH:65][CH:64]=3)=[CH:59]2)CC(O)=O)CC2=CN(C3C2=CC=CC=3)CCOCCN1.CN.[CH3:79]N(C(ON1N=NC2C=CC=CC1=2)=[N+](C)C)C.[B-](F)(F)(F)F>>[CH2:1]([O:8][C:9](=[O:32])[CH2:10][C@@H:11]([N:24]1[CH:25]=[CH:74][C:69]([C:66]2[CH:65]=[CH:64][C:63]([C:60]3[CH:59]=[CH:53][N:58]=[CH:62][CH:61]=3)=[CH:68][CH:67]=2)=[CH:79]1)[C:12]([NH:14][CH3:15])=[O:13])[C:2]1[CH:3]=[CH:4][CH:5]=[CH:6][CH:7]=1 |f:3.4|. The product is C(C1=CC=CC=C1)OC(C[C@H](C(=O)NC)N1C=C(C=C1)C1=CC=C(C=C1)C1=CC=NC=C1)=O (N-methyl-3(R)-[3-[4-(pyridin-4-yl)phenyl]-1H-pyrrol-1-yl]succinamic acid benzyl ester).